This data is from the Open Reaction Database (ORD), a public repository of structured organic reaction records. The task is: describe an organic reaction: reactants, conditions, products, and yield Starting materials: CN(C)c1ccncc1, O=[N+]([O-])c1ccccc1S(=O)(=O)Cl, CN(C)C=O. The product is NS(=O)(=O)c1ccccc1[N+](=O)[O-]. Reaction SMILES: [CH3:19][N:20]([CH3:21])[c:22]1[cH:23][cH:24][n:25][cH:26][cH:27]1.[N+:1](=[O:2])([O-:3])[c:4]1[c:5]([S:10](=[O:11])(=[O:12])[Cl:13])[cH:6][cH:7][cH:8][cH:9]1.[O:14]=[CH:15][N:16]([CH3:17])[CH3:18]>>[N+:1](=[O:2])([O-:3])[c:4]1[c:5]([S:10](=[O:11])(=[O:12])[NH2:16])[cH:6][cH:7][cH:8][cH:9]1. Reactants: C(=O)(OC(C)(C)C)N[C@@H](CO)C(=O)O (Boc-L-serine), [H-].[Na+] (sodium hydride), FC1=C(C=CC=C1)[N+](=O)[O-] (o-fluoronitrobenzene), [H][H] (hydrogen). Solvent: CN(C=O)C (N,N-dimethylformamide), O (water), CN(C=O)C (N,N-dimethylformamide). Conditions: time 4 hour. Product: [N+](=O)([O-])C1=C(C=CC=C1)OC[C@H](NC(=O)OC(C)(C)C)C(=O)O (O-(o-nitrophenyl)-Boc-L-serine). The yield is 75.5%. RXN SMILES: [H-].[Na+].[C:3]([NH:10][C@H:11]([C:14]([OH:16])=[O:15])[CH2:12][OH:13])([O:5][C:6]([CH3:9])([CH3:8])[CH3:7])=[O:4].[H][H].F[C:20]1[CH:25]=[CH:24][CH:23]=[CH:22][C:21]=1[N+:26]([O-:28])=[O:27]>CN(C)C=O.O>[N+:26]([C:21]1[CH:22]=[CH:23][CH:24]=[CH:25][C:20]=1[O:13][CH2:12][C@@H:11]([C:14]([OH:16])=[O:15])[NH:10][C:3]([O:5][C:6]([CH3:9])([CH3:8])[CH3:7])=[O:4])([O-:28])=[O:27] |f:0.1|. Procedure: In 200 ml of N,N-dimethylformamide is suspended 10.1 g of 60% sodium hydride (oily), and a solution of 25 g of Boc-L-serine in 10 ml of N,N-dimethylformamide is added dropwise to the suspension in a stream of nitrogen at 0° C. with stirring. After stirring is continued at 0° C. until the evolution of hydrogen stops, 19 g of o-fluoronitrobenzene is added dropwise to the mixture. After the stirring at room temperature for 4 hours, the reaction mixture is poured in ice-cooled water containing dilut...